Dataset: the Open Reaction Database (ORD), a public repository of structured organic reaction records. Task: describe an organic reaction: reactants, conditions, products, and yield Reactants: [O-]CC.[K+] (potassium ethoxide), C(C(=O)OCC)(=O)OCC (diethyl oxalate), CC1=NC=CC=C1[N+](=O)[O-] (2-methyl-3-nitropyridine). Solvent: C(C)OCC (diethyl ether), C(C)O (ethanol). Conditions: time 5 minute. Yields the product C(C)OC(C(CC1=NC=CC=C1[N+](=O)[O-])=O)=O (3-(3-Nitropyridin-2-yl)-2-oxopropionic acid ethyl ester). Reaction SMILES: [O-]CC.[K+].[C:5]([O:12][CH2:13][CH3:14])(=[O:11])[C:6]([O:8]CC)=O.[CH3:15][C:16]1[C:21]([N+:22]([O-:24])=[O:23])=[CH:20][CH:19]=[CH:18][N:17]=1>C(OCC)C.C(O)C>[CH2:13]([O:12][C:5](=[O:11])[C:6](=[O:8])[CH2:15][C:16]1[C:21]([N+:22]([O-:24])=[O:23])=[CH:20][CH:19]=[CH:18][N:17]=1)[CH3:14] |f:0.1|. Reported procedure: To a solution of potassium ethoxide (2.44 g, 27.7 mmol) in diethyl ether (90 mL) and ethanol (8 mL) was added diethyl oxalate (3.79 mL, 27.7 mmol) resulting in a yellow suspension. The reaction mixture was stirred for 5 min prior to the addition of 2-methyl-3-nitropyridine (Preparation 29, 3.40 g, 24.6 mmol) in one portion. The resulting red suspension was stirred at rt, under argon, for 20 h. The mixture was filtered, washed thoroughly with diethyl ether and dried. The red solid was dissolved i... Starting materials: COCCO, COC(=O)CCc1nc(NCc2ccc(OC)c(Cl)c2)c2c(n1)sc1ccccc12, Cl, [Na+], [OH-]. Yields the product COc1ccc(CNc2nc(CCC(=O)O)nc3sc4ccccc4c23)cc1Cl. RXN SMILES: [CH3:34][O:35][CH2:36][CH2:37][OH:38].[Cl:1][c:2]1[cH:3][c:4]([CH2:5][NH:6][c:7]2[c:8]3[c:9]([n:10][c:11]([CH2:13][CH2:14][C:15](=[O:16])[O:17][CH3:18])[n:12]2)[s:19][c:20]2[c:21]3[cH:22][cH:23][cH:24][cH:25]2)[cH:26][cH:27][c:28]1[O:29][CH3:30].[ClH:33].[Na+:32].[OH-:31]>>[Cl:1][c:2]1[cH:3][c:4]([CH2:5][NH:6][c:7]2[c:8]3[c:9]([n:10][c:11]([CH2:13][CH2:14][C:15](=[O:16])[OH:17])[n:12]2)[s:19][c:20]2[c:21]3[cH:22][cH:23][cH:24][cH:25]2)[cH:26][cH:27][c:28]1[O:29][CH3:30].